Dataset: the Open Reaction Database (ORD), a public repository of structured organic reaction records. Task: describe an organic reaction: reactants, conditions, products, and yield Starting materials: NC1C=2N(C3=C(C(=N1)C1=CC=C(C=C1)Cl)C(=C(S3)C)C)C(=NN2)C (6-Amino-4-(4-chlorophenyl)-2,3,9-trimethyl-6H-thieno[3,2- f][1,2,4]triazolo[4,3-a][1,4]diazepine), COC1=C(C=CC=C1)N=C=O (2-Methoxyphenyl isocyanate). Solvent: C(Cl)(Cl)Cl (chloroform). Reaction conditions: time 30 minute. Yields the product ClC1=CC=C(C=C1)C1=NC(C=2N(C3=C1C(=C(S3)C)C)C(=NN2)C)NC(=O)NC2=C(C=CC=C2)OC (N-(4-(4-chlorophenyl)-2,3,9- trimethyl-6H-thieno[3,2-f][1,2,4]triazolo[4,3-a][1,4]diazepin- 6-yl)-N'-(2-methoxyphenyl)urea). RXN SMILES: [NH2:1][CH:2]1[N:8]=[C:7]([C:9]2[CH:14]=[CH:13][C:12]([Cl:15])=[CH:11][CH:10]=2)[C:6]2[C:16]([CH3:20])=[C:17]([CH3:19])[S:18][C:5]=2[N:4]2[C:21]([CH3:24])=[N:22][N:23]=[C:3]12.[CH3:25][O:26][C:27]1[CH:32]=[CH:31][CH:30]=[CH:29][C:28]=1[N:33]=[C:34]=[O:35]>C(Cl)(Cl)Cl>[Cl:15][C:12]1[CH:11]=[CH:10][C:9]([C:7]2[C:6]3[C:16]([CH3:20])=[C:17]([CH3:19])[S:18][C:5]=3[N:4]3[C:21]([CH3:24])=[N:22][N:23]=[C:3]3[CH:2]([NH:1][C:34]([NH:33][C:28]3[CH:29]=[CH:30][CH:31]=[CH:32][C:27]=3[O:26][CH3:25])=[O:35])[N:8]=2)=[CH:14][CH:13]=1. Reported procedure: 6-Amino-4-(4-chlorophenyl)-2,3,9-trimethyl-6H-thieno[3,2- f][1,2,4]triazolo[4,3-a][1,4]diazepine (4 g) was dissolved in chloroform (30 ml). 2-Methoxyphenyl isocyanate (1.7 ml) was added, and the mixture was stirred for 30 minutes. The reaction mixture was subjected to silica gel column chromatography, and the resultant crystals were recrystallized from ethanol to give 5.14 g of N-(4-(4-chlorophenyl)-2,3,9- trimethyl-6H-thieno[3,2-f][1,2,4]triazolo[4,3-a][1,4]diazepin- 6-yl)-N'-(2-methoxyphenyl)u... The reactants are CCN(C(C)C)C(C)C, Cl, CCCC(F)(F)CC(NC(=O)N1CCOCC1)C(=O)O, N#CC1(N)CC1. Yields the product CCCC(F)(F)CC(NC(=O)N1CCOCC1)C(=O)NC1(C#N)CC1. RXN SMILES: [CH:28]([N:29]([CH:30]([CH3:31])[CH3:32])[CH2:33][CH3:34])([CH3:35])[CH3:36].[ClH:21].[F:1][C:2]([CH2:3][CH:4]([C:5](=[O:6])[OH:7])[NH:8][C:9](=[O:10])[N:11]1[CH2:12][CH2:13][O:14][CH2:15][CH2:16]1)([CH2:17][CH2:18][CH3:19])[F:20].[NH2:22][C:23]1([C:26]#[N:27])[CH2:24][CH2:25]1>>[F:1][C:2]([CH2:3][CH:4]([C:5](=[O:7])[NH:22][C:23]1([C:26]#[N:27])[CH2:24][CH2:25]1)[NH:8][C:9](=[O:10])[N:11]1[CH2:12][CH2:13][O:14][CH2:15][CH2:16]1)([CH2:17][CH2:18][CH3:19])[F:20].